This data is from the Open Reaction Database (ORD), a public repository of structured organic reaction records. The task is: describe an organic reaction: reactants, conditions, products, and yield Reactants: C(C)(=O)O (acetic acid), ClC1=C(C=CC=C1)C1=C2CNC(N(C2=CC(=C1)C=O)C1=C(C=CC=C1Cl)Cl)=O (5-(2-chlorophenyl)-1-(2,6-dichlorophenyl)-2-oxo-1,2,3,4-tetrahydroquinazoline-7-carbaldehyde), C(=O)(OC(C)(C)C)N1CC(NCC1)C (1-BOC-3-methylpiperazine), C(C)(=O)O[BH-](OC(C)=O)OC(C)=O.[Na+] (sodium triacetoxyborohydride). The solvent is ClC(C)Cl (dichloroethane). Reaction conditions: time 20 hour. The product is ClC1=C(C=CC=C1)C1=C2CNC(N(C2=CC(=C1)CN1C(CN(CC1)C(=O)OC(C)(C)C)C)C1=C(C=CC=C1Cl)Cl)=O (tert-butyl 4-{[5-(2-chlorophenyl)-1-(2,6-dichlorophenyl)-2-oxo-1,2,3,4-tetrahydroquinazolin-7-yl]methyl}-3-methylpiperazine-1-carboxylate). Reaction SMILES: [Cl:1][C:2]1[CH:7]=[CH:6][CH:5]=[CH:4][C:3]=1[C:8]1[CH:17]=[C:16]([CH:18]=O)[CH:15]=[C:14]2[C:9]=1[CH2:10][NH:11][C:12](=[O:28])[N:13]2[C:20]1[C:25]([Cl:26])=[CH:24][CH:23]=[CH:22][C:21]=1[Cl:27].[C:29]([N:36]1[CH2:41][CH2:40][NH:39][CH:38]([CH3:42])[CH2:37]1)([O:31][C:32]([CH3:35])([CH3:34])[CH3:33])=[O:30].C(O[BH-](OC(=O)C)OC(=O)C)(=O)C.[Na+].C(O)(=O)C>ClC(Cl)C>[Cl:1][C:2]1[CH:7]=[CH:6][CH:5]=[CH:4][C:3]=1[C:8]1[CH:17]=[C:16]([CH2:18][N:39]2[CH2:40][CH2:41][N:36]([C:29]([O:31][C:32]([CH3:35])([CH3:34])[CH3:33])=[O:30])[CH2:37][CH:38]2[CH3:42])[CH:15]=[C:14]2[C:9]=1[CH2:10][NH:11][C:12](=[O:28])[N:13]2[C:20]1[C:21]([Cl:27])=[CH:22][CH:23]=[CH:24][C:25]=1[Cl:26] |f:2.3|. Procedure: A solution of 5-(2-chlorophenyl)-1-(2,6-dichlorophenyl)-2-oxo-1,2,3,4-tetrahydroquinazoline-7-carbaldehyde (Intermediate AAA1, 208 mg, 0.48 mmol) and 1-BOC-3-methylpiperazine (96 mg, 0.48 mmol) in dichloroethane (5 mL) was stirred at rt for 30 min. To this was added sodium triacetoxyborohydride (150 mg, 0.67 mmol) followed by acetic acid (29 mg, 0.48 mmol). The resulting reaction mixture was stirred at rt for 20 h. The reaction was quenched with 2N NaOH solution (6 mL) followed by extraction wit... The reactants are Cl.O(C)N (Methoxylamine hydrochloride), C(=O)C(C(=O)O)=CC1=CC=CC=C1 (formylcinnamic acid), N1=CC=CC=C1 (pyridine). Run at time 2 hour. The product is CON=CC1=CC=C(C=C1)C=CC(=O)O (3-[4-(Methoxyimino-methyl)-phenyl]-acrylic acid). RXN SMILES: Cl.[O:2]([NH2:4])[CH3:3].C([C:7](=[CH:11][C:12]1[CH:17]=[CH:16][CH:15]=[CH:14][CH:13]=1)[C:8]([OH:10])=[O:9])=O.N1C=CC=C[CH:19]=1>>[CH3:3][O:2][N:4]=[CH:19][C:15]1[CH:14]=[CH:13][C:12]([CH:11]=[CH:7][C:8]([OH:10])=[O:9])=[CH:17][CH:16]=1 |f:0.1|. Procedure: Methoxylamine hydrochloride (0.996 g, 0.0119 mol) is added to a solution of formylcinnamic acid (2 g, 0.0114 mol) in pyridine (20 ml) and is stirred for 2 hours. The reaction mixture is evaporated under vacuum and the residue is diluted with 2N aqueous HCl. The resulting precipitate is filtered and dried under vacuum (2.00 g, 85%). The reactants are CC(C(=O)OCC1=NC2=CC3=C(C=C2C(N1)=O)C(CC3)N(CC#C)C3=CC=C(C(=O)OC(C)(C)C)C=C3)(C)C (tert-butyl 4-[N-((6RS)-2-(2,2dimethylpropionyloxymethyl)-4-oxo-3,4,7,8-tetrahydro-6H-cyclopenta[g]quinazolin-6-yl)-N-(prop2-ynyl)amino]-benzoate). Run in FC(C(=O)O)(F)F (trifluoroacetic acid). Product: CC(C(=O)OCC1=NC2=CC3=C(C=C2C(N1)=O)C(CC3)N(CC#C)C3=CC=C(C(=O)O)C=C3)(C)C (4-[N-((6RS)-2-(2,2-Dimethylpropionyloxymethyl)-4-oxo-3,4,7,8-tetrahydro-6H-cyclopenta[g]quinazolin-6-yl)-N-(prop-2-ynyl)amino]benzoic acid). The yield is 114.0%. As a reaction SMILES: [CH3:1][C:2]([CH3:39])([CH3:38])[C:3]([O:5][CH2:6][C:7]1[NH:16][C:15](=[O:17])[C:14]2[C:9](=[CH:10][C:11]3[CH2:20][CH2:19][CH:18]([N:21]([C:25]4[CH:37]=[CH:36][C:28]([C:29]([O:31]C(C)(C)C)=[O:30])=[CH:27][CH:26]=4)[CH2:22][C:23]#[CH:24])[C:12]=3[CH:13]=2)[N:8]=1)=[O:4]>FC(F)(F)C(O)=O>[CH3:1][C:2]([CH3:39])([CH3:38])[C:3]([O:5][CH2:6][C:7]1[NH:16][C:15](=[O:17])[C:14]2[C:9](=[CH:10][C:11]3[CH2:20][CH2:19][CH:18]([N:21]([C:25]4[CH:26]=[CH:27][C:28]([C:29]([OH:31])=[O:30])=[CH:36][CH:37]=4)[CH2:22][C:23]#[CH:24])[C:12]=3[CH:13]=2)[N:8]=1)=[O:4]. Reported procedure: A solution of tert-butyl 4-[N-((6RS)-2-(2,2dimethylpropionyloxymethyl)-4-oxo-3,4,7,8-tetrahydro-6H-cyclopenta[g]quinazolin-6-yl)-N-(prop2-ynyl)amino]-benzoate (80 mg, 0.15 mmol) in trifluoroacetic acid (5 ml) was stirred at room temperature with protection from the light for 1.5 h. The solvent was removed in vacuo and the residue triturated with 1:1 diethyl ether and hexane to yield the desired product as a white solid (81 mg, TFA salt); m.p. 133° C., 1H-NMR (DMSO-d6) δ 1.23 (s, 9H, CO2CMc3), 2.... Reactants: COC=1C=C(CC2CN(CCN2)S(=O)(=O)C=2SC=CC2)C=CC1 (3-(3-methoxybenzyl)-1-(thiophen-2-ylsulfonyl)piperazine), C1(CCCCC1)P(C1=C(C=CC=C1)C1=C(C=C(C=C1C(C)C)C(C)C)C(C)C)C1CCCCC1 (dicyclohexyl(2′,4′,6′-triisopropyl-[1,1′-biphenyl]-2-yl)phosphine), CC(C)([O-])C.[Na+] (sodium tert-butoxide), BrC1=CC=C(C=C1)C(C(F)(F)F)(C(F)(F)F)O (2-(4-bromophenyl)-1,1,1,3,3,3-hexafluoro-2-propanol). Reagents/catalysts: C=1C=CC(=CC1)/C=C/C(=O)/C=C/C2=CC=CC=C2.C=1C=CC(=CC1)/C=C/C(=O)/C=C/C2=CC=CC=C2.C=1C=CC(=CC1)/C=C/C(=O)/C=C/C2=CC=CC=C2.[Pd].[Pd] (tris(dibenzylideneacetone)dipalladium). The solvent is C1(=CC=CC=C1)C (toluene), [NH4+].[Cl-] (NH4Cl). Conditions: temperature 100 celsius, time 18 hour. Product: FC(C(C(F)(F)F)(O)C1=CC=C(C=C1)N1C(CN(CC1)S(=O)(=O)C=1SC=CC1)CC1=CC(=CC=C1)OC)(F)F (1,1,1,3,3,3-hexafluoro-2-(4-(2-(3-methoxybenzyl)-4-(thiophen-2-ylsulfonyl)piperazin-1-yl)phenyl)-2-propanol). Isolated yield 49.3%. RXN SMILES: [CH3:1][O:2][C:3]1[CH:4]=[C:5]([CH:21]=[CH:22][CH:23]=1)[CH2:6][CH:7]1[NH:12][CH2:11][CH2:10][N:9]([S:13]([C:16]2[S:17][CH:18]=[CH:19][CH:20]=2)(=[O:15])=[O:14])[CH2:8]1.C1(P(C2CCCCC2)C2C=CC=CC=2C2C(C(C)C)=CC(C(C)C)=CC=2C(C)C)CCCCC1.CC(C)([O-])C.[Na+].Br[C:65]1[CH:70]=[CH:69][C:68]([C:71]([OH:80])([C:76]([F:79])([F:78])[F:77])[C:72]([F:75])([F:74])[F:73])=[CH:67][CH:66]=1>C1(C)C=CC=CC=1.[NH4+].[Cl-].C1C=CC(/C=C/C(/C=C/C2C=CC=CC=2)=O)=CC=1.C1C=CC(/C=C/C(/C=C/C2C=CC=CC=2)=O)=CC=1.C1C=CC(/C=C/C(/C=C/C2C=CC=CC=2)=O)=CC=1.[Pd].[Pd]>[F:73][C:72]([F:74])([F:75])[C:71]([C:68]1[CH:67]=[CH:66][C:65]([N:12]2[CH2:11][CH2:10][N:9]([S:13]([C:16]3[S:17][CH:18]=[CH:19][CH:20]=3)(=[O:15])=[O:14])[CH2:8][CH:7]2[CH2:6][C:5]2[CH:21]=[CH:22][CH:23]=[C:3]([O:2][CH3:1])[CH:4]=2)=[CH:70][CH:69]=1)([OH:80])[C:76]([F:77])([F:79])[F:78] |f:2.3,6.7,8.9.10.11.12|. Procedure: To a 50-mL round-bottomed flask was added 3-(3-methoxybenzyl)-1-(thiophen-2-ylsulfonyl)piperazine (48 mg, 0.14 mmol), tris(dibenzylideneacetone)dipalladium (0) (6 mg, 6.81 μmol, Strem, Newburyport, Mass.), dicyclohexyl(2′,4′,6′-triisopropyl-[1,1′-biphenyl]-2-yl)phosphine (RuPhos) (13 mg, 0.027 mmol, Strem Chemicals, Newburyport, Mass.), sodium tert-butoxide (33 mg, 0.34 mmol) and 2-(4-bromophenyl)-1,1,1,3,3,3-hexafluoro-2-propanol (53 mg, 0.16 mmol, Bioorg. Med. Chem. Lett. 2002, 12, 3009) in to... Reactants: NC1=CC=C(C=C1)N1C[C@@H](CC1)N(C)C ((3R)-1-(4-aminophenyl)-N,N-dimethylpyrrolidin-3-amine), C(C=C)N1N(C2=NC(=NC=C2C1=O)SC)C1=CC=CC(=N1)N1C(C=CC=C1)=O (6′-[2-allyl-6-(methylthio)-3-oxo-2,3-dihydro-1H-pyrazolo[3,4-d]pyrimidin-1-yl]-2H-1,2′-bipyridin-2-one). Yields the product C(C=C)N1N(C2=NC(=NC=C2C1=O)NC1=CC=C(C=C1)N1C[C@@H](CC1)N(C)C)C1=CC=CC(=N1)N1C(C=CC=C1)=O (6′-[2-allyl-6-({4-[(3R)-3-(dimethylamino)pyrrolidin-1-yl]phenyl}amino)-3-oxo-2,3-dihydro-1H-pyrazolo[3,4-d]pyrimidin-1-yl]-2H-1,2′-bipyridin-2-one). RXN SMILES: [NH2:1][C:2]1[CH:7]=[CH:6][C:5]([N:8]2[CH2:12][CH2:11][C@@H:10]([N:13]([CH3:15])[CH3:14])[CH2:9]2)=[CH:4][CH:3]=1.[CH2:16]([N:19]1[C:27](=[O:28])[C:26]2[C:21](=[N:22][C:23](SC)=[N:24][CH:25]=2)[N:20]1[C:31]1[N:36]=[C:35]([N:37]2[CH:42]=[CH:41][CH:40]=[CH:39][C:38]2=[O:43])[CH:34]=[CH:33][CH:32]=1)[CH:17]=[CH2:18]>>[CH2:16]([N:19]1[C:27](=[O:28])[C:26]2[C:21](=[N:22][C:23]([NH:1][C:2]3[CH:7]=[CH:6][C:5]([N:8]4[CH2:12][CH2:11][C@@H:10]([N:13]([CH3:15])[CH3:14])[CH2:9]4)=[CH:4][CH:3]=3)=[N:24][CH:25]=2)[N:20]1[C:31]1[N:36]=[C:35]([N:37]2[CH:42]=[CH:41][CH:40]=[CH:39][C:38]2=[O:43])[CH:34]=[CH:33][CH:32]=1)[CH:17]=[CH2:18]. Reported procedure: The entitled compound was obtained as a yellow solid (35.5 mg) in the same manner as in Production Example 12-2, for which, however, (3R)-1-(4-aminophenyl)-N,N-dimethylpyrrolidin-3-amine was used in place of [5-amino-2-(4-methylpiperazin-1-yl)phenyl]methanol used in Production Example 12-2, and 6′-[2-allyl-6-(methylthio)-3-oxo-2,3-dihydro-1H-pyrazolo[3,4-d]pyrimidin-1-yl]-2H-1,2′-bipyridin-2-one was used in place of 2-allyl-6-(methylthio)-1-pyridin-2-yl-3H-pyrazolo[3,4-d]pyrimidin-3-one. Reaction SMILES: [CH2:1]([CH3:2])[O:3][C:4]([CH2:5][c:6]1[cH:7][c:8]([O:13][c:14]2[c:15]([CH2:23][Br:24])[cH:16][c:17]([N+:20](=[O:21])[O-:22])[cH:18][cH:19]2)[c:9]([Cl:12])[cH:10][cH:11]1)=[O:25].[F:26][C:27]([CH2:28][SH:29])([F:30])[F:31]>>[CH2:1]([CH3:2])[O:3][C:4]([CH2:5][c:6]1[cH:7][c:8]([O:13][c:14]2[c:15]([CH2:23][S:29][CH2:28][C:27]([F:26])([F:30])[F:31])[cH:16][c:17]([N+:20](=[O:21])[O-:22])[cH:18][cH:19]2)[c:9]([Cl:12])[cH:10][cH:11]1)=[O:25]. Starting materials: CCOC(=O)Cc1ccc(Cl)c(Oc2ccc([N+](=O)[O-])cc2CBr)c1, FC(F)(F)CS. Product: CCOC(=O)Cc1ccc(Cl)c(Oc2ccc([N+](=O)[O-])cc2CSCC(F)(F)F)c1. Starting materials: [Br-], [Li]CCCC, CC(=O)CCCC1(C)OCCO1, C[P+](c1ccccc1)(c1ccccc1)c1ccccc1, C1CCOC1. Product: C=C(C)CCCC1(C)OCCO1. Reaction SMILES: [Br-:18].[CH2:1]([Li:2])[CH2:3][CH2:4][CH3:5].[CH2:6]1[O:7][C:8]([CH2:9][CH2:10][CH2:11][C:12]([CH3:13])=[O:14])([CH3:15])[O:16][CH2:17]1.[CH3:19][P+:20]([c:21]1[cH:22][cH:23][cH:24][cH:25][cH:26]1)([c:27]1[cH:28][cH:29][cH:30][cH:31][cH:32]1)[c:33]1[cH:34][cH:35][cH:36][cH:37][cH:38]1.[O:39]1[CH2:40][CH2:41][CH2:42][CH2:43]1>>[CH3:1][C:12]([CH2:11][CH2:10][CH2:9][C:8]1([CH3:15])[O:7][CH2:6][CH2:17][O:16]1)=[CH2:13].